From a dataset of the Open Reaction Database (ORD), a public repository of structured organic reaction records. describe an organic reaction: reactants, conditions, products, and yield Procedure details: A solution of 1-tert-butyloxycarbonyl-3-formyl-5-(1,2,4-triazol-1-yl)pyrrolo[2,3-c]pyridine (1.5 g, 4.8 mmol) and (carboethoxymethylene)triphenylphosphorane (2.0 g, 5.8 mmol) in toluene (30 mL) was heated at 80° C. under nitrogen for 90 min. The mixture was allowed to cool and the solvent was evaporated in vacuo. The residue was chromatographed on silica eluting with 20% EtOAc in DCM to give a colourless solid. This was triturated with ether and the solid rechromatographed on silica with 20% EtO... The product is C(C)OC(C=CC1=CN(C2=CN=C(C=C21)N2N=CN=C2)C(=O)OC(C)(C)C)=O (Ethyl-3-[1-tert-butyloxycarbonyl-5-(1,2,4-triazol-1-yl)pyrrolo[2,3-c]pyridin-3-yl]prop-2-enoate). Isolated yield 96.0%. Starting materials: C(C)(C)(C)OC(=O)N1C=C(C=2C1=CN=C(C2)N2N=CN=C2)C=O (1-tert-butyloxycarbonyl-3-formyl-5-(1,2,4-triazol-1-yl)pyrrolo[2,3-c]pyridine), C(=O)(OCC)C=P(C1=CC=CC=C1)(C1=CC=CC=C1)C1=CC=CC=C1 ((carboethoxymethylene)triphenylphosphorane), C1(=CC=CC=C1)C (toluene). As a reaction SMILES: [C:1]([O:5][C:6]([N:8]1[C:12]2=[CH:13][N:14]=[C:15]([N:17]3[CH:21]=[N:20][CH:19]=[N:18]3)[CH:16]=[C:11]2[C:10](C=O)=[CH:9]1)=[O:7])([CH3:4])([CH3:3])[CH3:2].[C:24]([CH:29]=P(C1C=CC=CC=1)(C1C=CC=CC=1)C1C=CC=CC=1)([O:26][CH2:27][CH3:28])=[O:25].[C:49]1(C)C=CC=CC=1>>[CH2:27]([O:26][C:24](=[O:25])[CH:29]=[CH:49][C:10]1[C:11]2[C:12](=[CH:13][N:14]=[C:15]([N:17]3[CH:21]=[N:20][CH:19]=[N:18]3)[CH:16]=2)[N:8]([C:6]([O:5][C:1]([CH3:4])([CH3:3])[CH3:2])=[O:7])[CH:9]=1)[CH3:28]. The reactants are C(C)(C)(C)OC(NC1=C(C=C(C=C1)C1=C(C=CC=C1)F)N)=O ((3-amino-2′-fluoro-biphenyl-4-yl)-carbamic acid tert.-butyl ester), C(CCC)OC(CC(C1=CC(=CC=C1)N1C=NN=C1)=O)=O (3-oxo-3-(3-[1,2,4]triazol-4-yl-phenyl)-propionic acid butyl ester). Product: C(C)(C)(C)OC(NC1=C(C=C(C=C1)C1=C(C=CC=C1)F)NC(CC(C1=CC(=CC=C1)N1C=NN=C1)=O)=O)=O ({2′-Fluoro-3-[3-oxo-3-(3-[1,2,4]triazol-4-yl-phenyl)-propionylamino]-biphenyl-4-yl}-carbamic Acid tert.-Butyl Ester). As a reaction SMILES: [C:1]([O:5][C:6](=[O:22])[NH:7][C:8]1[CH:13]=[CH:12][C:11]([C:14]2[CH:19]=[CH:18][CH:17]=[CH:16][C:15]=2[F:20])=[CH:10][C:9]=1[NH2:21])([CH3:4])([CH3:3])[CH3:2].C([O:27][C:28](=O)[CH2:29][C:30](=[O:42])[C:31]1[CH:36]=[CH:35][CH:34]=[C:33]([N:37]2[CH:41]=[N:40][N:39]=[CH:38]2)[CH:32]=1)CCC>>[C:1]([O:5][C:6](=[O:22])[NH:7][C:8]1[CH:13]=[CH:12][C:11]([C:14]2[CH:19]=[CH:18][CH:17]=[CH:16][C:15]=2[F:20])=[CH:10][C:9]=1[NH:21][C:28](=[O:27])[CH2:29][C:30](=[O:42])[C:31]1[CH:36]=[CH:35][CH:34]=[C:33]([N:37]2[CH:38]=[N:39][N:40]=[CH:41]2)[CH:32]=1)([CH3:4])([CH3:2])[CH3:3]. Procedure: Prepared from (3-amino-2′-fluoro-biphenyl-4-yl)-carbamic acid tert.-butyl ester (Example G37) (302 mg, 1.0 mmol) and 3-oxo-3-(3-[1,2,4]triazol-4-yl-phenyl)-propionic acid butyl ester (Example H11) (345 mg, 1.2 mmol) according to the general procedure K. Obtained as a yellow amorphous substance (207 mg). Procedure details: 4-benzylmorpholine-2-carbonitrile 2c (0.80 g, 4 mmol) was dissolved in 30 mL of methanol followed by the addition of Raney nickel (0.50 g), filled with hydrogen two times and the resulting solution was stirred for 12 hours, filtered. The filtrate was concentrated under reduced pressure to obtain the crude title compound (4-benzylmorpholin-2-yl)methanamine 2d (0.60 g) as a colorless oil liquid, which was used in the next step without further furification. The yield is 72.7%. The product is C(C1=CC=CC=C1)N1CC(OCC1)CN ((4-benzylmorpholin-2-yl)methanamine). The solvent is CO (methanol). The reagents and catalysts are [Ni] (Raney nickel). The reactants are C(C1=CC=CC=C1)N1CC(OCC1)C#N (4-benzylmorpholine-2-carbonitrile), [H][H] (hydrogen). Reaction conditions: time 12 hour. As a reaction SMILES: [CH2:1]([N:8]1[CH2:13][CH2:12][O:11][CH:10]([C:14]#[N:15])[CH2:9]1)[C:2]1[CH:7]=[CH:6][CH:5]=[CH:4][CH:3]=1.[H][H]>CO.[Ni]>[CH2:1]([N:8]1[CH2:13][CH2:12][O:11][CH:10]([CH2:14][NH2:15])[CH2:9]1)[C:2]1[CH:3]=[CH:4][CH:5]=[CH:6][CH:7]=1. Starting materials: N,N,N′,N1-tetramethylethylenediamine, IC=1C=NC=CC1 (3-iodopyridine), N1C(CCC1)=O (2-pyrrolidinone), C([O-])([O-])=O.[K+].[K+] (potassium carbonate). The reagents and catalysts are [Cu]I (CuI). Solvent: O1CCOCC1 (1,4-dioxane). Run at temperature 125 celsius. Yields the product N1=CC(=CC=C1)N1C(CCC1)=O (1-(Pyridin-3-yl)pyrrolidin-2-one). The yield is 93.7%. Reaction SMILES: C(=O)([O-])[O-].[K+].[K+].I[C:8]1[CH:9]=[N:10][CH:11]=[CH:12][CH:13]=1.[NH:14]1[CH2:18][CH2:17][CH2:16][C:15]1=[O:19]>[Cu]I.O1CCOCC1>[N:10]1[CH:11]=[CH:12][CH:13]=[C:8]([N:14]2[CH2:18][CH2:17][CH2:16][C:15]2=[O:19])[CH:9]=1 |f:0.1.2|. Procedure: In a sealed flask, a stirred mixture of CuI (37 mg, ˜0.2 mmol) and potassium carbonate (2.70 g, 19.5 mmol) was degassed for 15 min. N,N,N′,N1-tetramethylethylenediamine (146 μL, ˜1.0 mmol), 3-iodopyridine (2.00 g, 9.8 mmol), 2-pyrrolidinone (˜1 g, 11.7 mmol) and 1,4-dioxane (10 mL) were added, respectively (A. Klapars. J. C. Antilla. X. Huang. S. L. Buchwald J. Am. Chem. Soc. 2001, 123, 7727-7729). The flow of nitrogen was removed, and the reaction mixture was then heated at 125° C. for 18 h. Af... Reactants: NC1=C(C(=O)C2=C(C=CC=C2)Cl)C=C(C=C1)[N+](=O)[O-] (2-amino-2'-chloro-5-nitrobenzophenone), [Sn](Cl)Cl (tin (II) chloride), [OH-].[Na+] (sodium hydroxide). Solvent: Cl (hydrochloric acid), ice water. Reaction conditions: time 36 hour. The product is NC1=C(C(=O)C2=C(C=CC=C2)Cl)C=C(C=C1)N (2,5-diamino-2'-chlorobenzophenone). As a reaction SMILES: [NH2:1][C:2]1[CH:16]=[CH:15][C:14]([N+:17]([O-])=O)=[CH:13][C:3]=1[C:4]([C:6]1[CH:11]=[CH:10][CH:9]=[CH:8][C:7]=1[Cl:12])=[O:5].[Sn](Cl)Cl.[OH-].[Na+]>Cl>[NH2:1][C:2]1[CH:16]=[CH:15][C:14]([NH2:17])=[CH:13][C:3]=1[C:4]([C:6]1[CH:11]=[CH:10][CH:9]=[CH:8][C:7]=1[Cl:12])=[O:5] |f:2.3|. Reported procedure: 100 g of 2-amino-2'-chloro-5-nitrobenzophenone are suspended in 865 ml of 25% hydrochloric acid and treated portionwise with a total of 269 g of tin (II) chloride. The mixture is stirred at room temperature for 36 hours, then diluted with 0.5 l of an ice/water mixture and adjusted to pH 10 with about 2.17 l of a 28% sodium hydroxide solution. The mixture is extracted with methylene chloride. After evaporation of the solvent, the residue is dissolved in 0.54 l of ether and crystallized at about -... Starting materials: C(C)OC(C(CC=1C=NC(=CC1)NC(=O)OC(C)(C)C)P(=O)(OCC)OCC)=O (3-(6-tert-butoxycarbonylamino-pyridin-3-yl)-2-(diethoxyphosphoryl)-propionic acid ethyl ester), C1CCOC1 (THF), C(C)=O (Acetaldehyde), [H-].[Na+] (NaH), C1CCOC1 (THF), C(C)=O (acetaldehyde). Run at temperature 0 celsius, time 1 hour. Yields the product C(C)OC(C(=C(C)CC)CC=1C=NC(=CC1)NC(=O)OC(C)(C)C)=O (ethyl 2-(6-tert-butoxycarbonylamino-pyridin-3-ylmethyl)-but-2-enoic acid ethyl ester). Reaction SMILES: [H-].[Na+].[CH2:3]([O:5][C:6](=[O:31])[CH:7](P(OCC)(OCC)=O)[CH2:8][C:9]1[CH:10]=[N:11][C:12]([NH:15][C:16]([O:18][C:19]([CH3:22])([CH3:21])[CH3:20])=[O:17])=[CH:13][CH:14]=1)[CH3:4].C(=O)C.[CH2:35]1[CH2:39]O[CH2:37][CH2:36]1>>[CH2:3]([O:5][C:6](=[O:31])[C:7]([CH2:8][C:9]1[CH:10]=[N:11][C:12]([NH:15][C:16]([O:18][C:19]([CH3:20])([CH3:21])[CH3:22])=[O:17])=[CH:13][CH:14]=1)=[C:35]([CH2:36][CH3:37])[CH3:39])[CH3:4] |f:0.1|. Reported procedure: To a suspension of NaH (278.8 mg, 60% in mineral oil, 6.97 mmol) in THF (25 mL) at 0° C. was added a solution of 3-(6-tert-butoxycarbonylamino-pyridin-3-yl)-2-(diethoxyphosphoryl)-propionic acid ethyl ester (2.5 g, 5.81 mmol) in THF (30 mL). The reaction mixture was allowed to stir at 0° C. for 1 h. To the reaction was added acetaldehyde (512 mg, 11.6 mmol) dropwise at 0° C. The reaction mixture was allowed to warm to room temperature and then stir for 16 h. Acetaldehyde (2.0 g) was added to the... Starting materials: ClCC=1NC=CC1 (2-chloromethyl pyrrole), OC1=CC=C(C=C1)C(CCCCC)O (1-(4-hydroxyphenyl)-1-hexanol), C([O-])([O-])=O.[K+].[K+] (potassium carbonate), [I-].[Na+] (sodium iodide). Solvent: CC(=O)C (acetone). Product: OC(CCCCC)C1=CC=C(OCC=2NC=CC2)C=C1 (2-[4-(1-hydroxyhexyl)phenoxymethyl]pyrrole). The yield is 30.0%. As a reaction SMILES: Cl[CH2:2][C:3]1[NH:4][CH:5]=[CH:6][CH:7]=1.[OH:8][C:9]1[CH:14]=[CH:13][C:12]([CH:15]([OH:21])[CH2:16][CH2:17][CH2:18][CH2:19][CH3:20])=[CH:11][CH:10]=1.C(=O)([O-])[O-].[K+].[K+].[I-].[Na+]>CC(C)=O>[OH:21][CH:15]([C:12]1[CH:11]=[CH:10][C:9]([O:8][CH2:2][C:3]2[NH:4][CH:5]=[CH:6][CH:7]=2)=[CH:14][CH:13]=1)[CH2:16][CH2:17][CH2:18][CH2:19][CH3:20] |f:2.3.4,5.6|. Reported procedure: A mixture of 2-chloromethyl pyrrole (5.8 g, 0.05 mol), 1-(4-hydroxyphenyl)-1-hexanol (9.75 g, 0.05 mol), finely powdered anhydrous potassium carbonate (7 g, 0.05 mol) and sodium iodide (0.75 g, 0.005 mol) in anhydrous acetone (125 ml) were refluxed for 6 hours. The reaction mixture was filtered, and the residue was washed with acetone (25 ml). The filtrate was concentrated at the rotary evaporator to about 25-30 ml and the dark liquid was taken up in ethyl acetate (100 ml). The organic extract w... The reactants are OCC(F)(F)C(F)F, O=S(=O)(F)C(F)(F)C(F)(F)C(F)(F)C(F)(F)F, [K+], [OH-], O. Product: O=S(=O)(OCC(F)(F)C(F)F)C(F)(F)C(F)(F)C(F)(F)C(F)(F)F. Reaction SMILES: [F:1][C:2]([CH2:3][OH:4])([CH:5]([F:6])[F:7])[F:8].[F:9][C:10]([C:11]([C:12]([C:13]([F:14])([F:15])[F:16])([F:17])[F:18])([F:19])[F:20])([S:21](=[O:22])(=[O:23])[F:24])[F:25].[K+:27].[OH-:26].[OH2:28]>>[F:1][C:2]([CH2:3][O:4][S:21]([C:10]([F:9])([C:11]([C:12]([C:13]([F:14])([F:15])[F:16])([F:17])[F:18])([F:19])[F:20])[F:25])(=[O:22])=[O:23])([CH:5]([F:6])[F:7])[F:8]. The solvent is ClCCCl (1,2-dichloroethane). As a reaction SMILES: [Cl:1][C:2]1[CH:3]=[C:4]([N:8]2[N:12]=[N:11][C:10]([CH:13]=O)=[N:9]2)[CH:5]=[CH:6][CH:7]=1.[CH2:15]([O:17][C:18]([N:20]1[CH2:25][CH2:24][NH:23][CH2:22][CH2:21]1)=[O:19])[CH3:16].C(O[BH-](OC(=O)C)OC(=O)C)(=O)C.[Na+].C(OCC)(=O)C>ClCCCl>[Cl:1][C:2]1[CH:3]=[C:4]([N:8]2[N:12]=[N:11][C:10]([CH2:13][N:23]3[CH2:22][CH2:21][N:20]([C:18]([O:17][CH2:15][CH3:16])=[O:19])[CH2:25][CH2:24]3)=[N:9]2)[CH:5]=[CH:6][CH:7]=1 |f:2.3|. Starting materials: C(C)(=O)OCC (Ethyl acetate), ClC=1C=C(C=CC1)N1N=C(N=N1)C=O (2-(3-Chloro-phenyl)-2H-tetrazole-5-carbaldehyde), C(C)(=O)O[BH-](OC(C)=O)OC(C)=O.[Na+] (sodium triacetoxy borohydride), C(C)OC(=O)N1CCNCC1 (ethyl-1-piperazine carboxylate). Reaction conditions: time 8 hour. Procedure details: 2-(3-Chloro-phenyl)-2H-tetrazole-5-carbaldehyde (22.3 mg, 0.107 mmol) was dissolved in 1,2-dichloroethane under argon and ethyl-1-piperazine carboxylate (16.4 uL, 0.112 mmol) was added followed by sodium triacetoxy borohydride (31.8 mg, 0.150 mmol). The reaction was allowed to stir overnight. Ethyl acetate was added and the solution was washed with sodium bicarbonate (sat.), brine, dried over sodium sulfate, filtered and concentrated. The crude product was purified by column chromatography using... Yields the product ClC=1C=C(C=CC1)N1N=C(N=N1)CN1CCN(CC1)C(=O)OCC (Ethyl 4-{[2-(3-chlorophenyl)-2H-tetrazol-5-yl]methyl}piperazine-1-carboxylate). The yield is 46.4%. The reactants are Cl (hydrochloric acid), C1(=CC=CC=C1)C(C1=CC=CC=C1)OC(=O)C1=C(CS[C@H]2N1C([C@H]2N)=O)SCSC=2N=NNC2 (7β-amino-3-(1,2,3-triazol-4-ylthiomethylthio) -3-cephem-4-carboxylic acid diphenylmethyl ester), FC(F)CC(=S)O (difluoromethylthioacetic acid), CN1CCOCC1 (N-methylmorpholine), P(=O)(OC1=CC=CC=C1)(Cl)Cl (phenyl dichlorophosphate). Run in O (water), ClCCl (dichloromethane). Conditions: temperature -30 celsius, time 1 hour. The product is C1(=CC=CC=C1)C(C1=CC=CC=C1)OC(=O)C1=C(CS[C@H]2N1C([C@H]2NC(CC(F)F)=S)=O)SCSC=2N=NNC2 (7β-difluoromethylthioacetamido-3-(1,2,3-triazol-4-ylthiomethyl- thio) -3-cephem-4-carboxylic acid diphenylmethyl ester). The yield is 71.0%. RXN SMILES: [C:1]1([CH:7]([O:14][C:15]([C:17]2[N:22]3[C:23](=[O:26])[C@@H:24]([NH2:25])[C@H:21]3[S:20][CH2:19][C:18]=2[S:27][CH2:28][S:29][C:30]2[N:31]=[N:32][NH:33][CH:34]=2)=[O:16])[C:8]2[CH:13]=[CH:12][CH:11]=[CH:10][CH:9]=2)[CH:6]=[CH:5][CH:4]=[CH:3][CH:2]=1.[F:35][CH:36]([CH2:38][C:39](O)=[S:40])[F:37].CN1CCOCC1.P(Cl)(Cl)(OC1C=CC=CC=1)=O.Cl>ClCCl.O>[C:1]1([CH:7]([O:14][C:15]([C:17]2[N:22]3[C:23](=[O:26])[C@@H:24]([NH:25][C:39](=[S:40])[CH2:38][CH:36]([F:37])[F:35])[C@H:21]3[S:20][CH2:19][C:18]=2[S:27][CH2:28][S:29][C:30]2[N:31]=[N:32][NH:33][CH:34]=2)=[O:16])[C:8]2[CH:9]=[CH:10][CH:11]=[CH:12][CH:13]=2)[CH:2]=[CH:3][CH:4]=[CH:5][CH:6]=1. Procedure details: To a solution of 7β-amino-3-(1,2,3-triazol-4-ylthiomethylthio) -3-cephem-4-carboxylic acid diphenylmethyl ester (550 mg : 1.08 mMol.) and difluoromethylthioacetic acid (160 mg : 1.13 mMol.) in dichloromethane (8 ml) cooling at -30° C. are added N-methylmorpholine (0.27 ml : 2.46 mMol.) and phenyl dichlorophosphate (0.19 ml : 1.27 mMol.), and the mixture is stirred at -30° C. for 1 hour. The reaction mixture is mixed with 10% hydrochloric acid (1 ml), diluted with water, and extracted with ethyl ...